describe an organic reaction: reactants, conditions, products, and yield From a dataset of the Open Reaction Database (ORD), a public repository of structured organic reaction records. As a reaction SMILES: [CH2:1]([c:2]1[cH:3][cH:4][cH:5][cH:6][cH:7]1)[n:8]1[c:9](-[c:17]2[o:18][c:19](-[c:22]3[cH:23][cH:24][c:25]([O:28][CH3:29])[cH:26][cH:27]3)[cH:20][cH:21]2)[n:10][c:11]([C:13]([F:14])([F:15])[F:16])[cH:12]1.[CH3:31][S:32](=[O:33])(=[O:34])[OH:35].[NH3:30]>>[CH2:1]([c:2]1[cH:3][cH:4][cH:5][cH:6][cH:7]1)[n:8]1[c:9](-[c:17]2[o:18][c:19](-[c:22]3[cH:23][cH:24][c:25]([OH:28])[cH:26][cH:27]3)[cH:20][cH:21]2)[n:10][c:11]([C:13]([F:14])([F:15])[F:16])[cH:12]1. Reactants: COc1ccc(-c2ccc(-c3nc(C(F)(F)F)cn3Cc3ccccc3)o2)cc1, CS(=O)(=O)O, N. Yields the product Oc1ccc(-c2ccc(-c3nc(C(F)(F)F)cn3Cc3ccccc3)o2)cc1. The reactants are C(C(C)C)NCC=1SC(=CC1)C1=CC(=CC=C1)S(=O)(=O)C (isobutyl-[5-(3-methanesulfonyl-phenyl)-thiophen-2-ylmethyl]-amine), C/C(=C(\O[Si](C)(C)C)/OC)/C (dimethylketene methyltrimethylsilylacetal), C(CCC)S(=O)(=O)Cl (1-butanesulfonyl chloride). Run in ClCCl (dichloromethane), ClCCl (dichloromethane). Conditions: time 2 day. Product: C(C(C)C)N(S(=O)(=O)CCCC)CC=1SC(=CC1)C1=CC(=CC=C1)S(=O)(=O)C (butane-1-sulfonic acid isobutyl-[5-(3-methanesulfonyl-phenyl)-thiophen-2-ylmethyl]-amide). Reaction SMILES: [CH2:1]([NH:5][CH2:6][C:7]1[S:8][C:9]([C:12]2[CH:17]=[CH:16][CH:15]=[C:14]([S:18]([CH3:21])(=[O:20])=[O:19])[CH:13]=2)=[CH:10][CH:11]=1)[CH:2]([CH3:4])[CH3:3].C/C(/C)=C(/OC)\O[Si](C)(C)C.[CH2:33]([S:37](Cl)(=[O:39])=[O:38])[CH2:34][CH2:35][CH3:36]>ClCCl>[CH2:1]([N:5]([CH2:6][C:7]1[S:8][C:9]([C:12]2[CH:17]=[CH:16][CH:15]=[C:14]([S:18]([CH3:21])(=[O:20])=[O:19])[CH:13]=2)=[CH:10][CH:11]=1)[S:37]([CH2:33][CH2:34][CH2:35][CH3:36])(=[O:39])=[O:38])[CH:2]([CH3:4])[CH3:3]. Procedure: To a stirred solution of isobutyl-[5-(3-methanesulfonyl-phenyl)-thiophen-2-ylmethyl]-amine (example 15, step 2, 56 mg) in dichloromethane (1 mL) were added dimethylketene methyltrimethylsilylacetal (60 mg) and 1-butanesulfonyl chloride (41 mg). The mixture was stirred for 2 days at r.t. The mixture was diluted with dichloromethane and washed with water. The organic phase was dried (MgSO4), filtered and concentrated under reduced pressure. The product was purified by chromatography (SiO2, cyclohe... The reactants are NC=1C=2N(C=C(N1)C(=O)O)N=C(N2)C=2OC=CC2 (8-amino-2-furan-2-yl-[1,2,4]triazolo[1,5-a]pyrazine-6-carboxylic acid), TEA, CC(C)(C)O (t-BuOH), C1(=CC=CC=C1)P(=O)(C1=CC=CC=C1)N=[N+]=[N-] (diphenylphosphoryl azide), CN(C)C=O (DMF). Conditions: temperature 80 celsius. Yields the product C(C)(C)(C)OC(NC=1N=C(C=2N(C1)N=C(N2)C=2OC=CC2)N)=O ((8-Amino-2-furan-2-yl-[1,2,4]triazolo[1,5-a]pyrazin-6-yl)-carbamic acid tert-butyl ester). Isolated yield 16.0%. Reaction SMILES: [NH2:1][C:2]1[C:3]2[N:4]([N:11]=[C:12]([C:14]3[O:15][CH:16]=[CH:17][CH:18]=3)[N:13]=2)[CH:5]=[C:6](C(O)=O)[N:7]=1.[CH3:19][C:20]([OH:23])([CH3:22])[CH3:21].C1(P(N=[N+]=[N-])(C2C=CC=CC=2)=O)C=CC=CC=1.C[N:42]([CH:44]=[O:45])C>>[C:20]([O:23][C:44](=[O:45])[NH:42][C:6]1[N:7]=[C:2]([NH2:1])[C:3]2[N:4]([N:11]=[C:12]([C:14]3[O:15][CH:16]=[CH:17][CH:18]=3)[N:13]=2)[CH:5]=1)([CH3:22])([CH3:21])[CH3:19]. Reported procedure: A mixture containing 8-amino-2-furan-2-yl-[1,2,4]triazolo[1,5-a]pyrazine-6-carboxylic acid (100 mg, 0.41 mmol; see Example 8 above), TEA (209 μL, 1.5 mmol), t-BuOH (1.5 mL) and diphenylphosphoryl azide (339 μl, 1.6 mmol) in DMF (1.5 ml) was heated (at around 80° C.) overnight. The solvent was removed in vacuo and the residue was purified by HPLC (C18, H2O:MeCN gradient) to afford the product as a yellow solid (20 mg, 16%). 1H NMR (300 MHz, CDCl3) δ 1.56 (s, 9H), 5.92 (br. s, 2H), 6.58 (dd, J=3.4... The reactants are O (Water), C(C(=O)Cl)(=O)Cl (oxalyl chloride), CC1=C(OC2=C1C=CC=C2)C(=O)O (3-methylbenzofuran-2-carboxylic acid), CN (methyl amine), acid chloride. Solvent: C(Cl)Cl (methylene chloride), CN(C)C=O (DMF). Run at temperature 2 celsius, time 2 hour. Product: CNC(=O)C=1OC2=C(C1C)C=CC=C2 (N,3-dimethylbenzofuran-2-carboxamide). RXN SMILES: [CH3:1][C:2]1[C:6]2[CH:7]=[CH:8][CH:9]=[CH:10][C:5]=2[O:4][C:3]=1[C:11]([OH:13])=O.C(Cl)(=O)C(Cl)=O.[CH3:20][NH2:21].O>C(Cl)Cl.CN(C=O)C>[CH3:20][NH:21][C:11]([C:3]1[O:4][C:5]2[CH:10]=[CH:9][CH:8]=[CH:7][C:6]=2[C:2]=1[CH3:1])=[O:13]. Procedure: A mixture of 3-methylbenzofuran-2-carboxylic acid (1.0 kg, 5.676 mol) in methylene chloride (5.8 L) and DMF (5 mL) was chilled to ˜2° C. A solution of oxalyl chloride (864 g, 6.81 mol) was added to the reaction mixture keeping the temperature below 10° C., over a period of 2 hrs. A vigorous evolution of a gas was observed. The reaction mixture was stirred overnight under nitrogen at room temperature and then refluxed for 3 hrs. All of the solids were dissolved to give a brown color solution. HPL...